This data is from the Open Reaction Database (ORD), a public repository of structured organic reaction records. The task is: describe an organic reaction: reactants, conditions, products, and yield Reactants: C(C)OC(=O)C1=CNC=2N(C1=O)N=C(C2C2=CC=NC=C2)C2=CC=C(C=C2)F (4,7-dihydro-6-ethoxycarbonyl-2-(4-fluorophenyl)-3-(pyridin-4-yl)-7-oxopyrazolo[1,5-a]pyrimidine), C([O-])(O)=O.[Na+] (sodium bicarbonate). Run in S(O)(O)(=O)=O (sulfuric acid). The product is C(=O)(O)C1=CNC=2N(C1=O)N=C(C2C2=CC=NC=C2)C2=CC=C(C=C2)F (4,7-dihydro-6-carboxy-2-(4-fluorophenyl)-3-(pyridin-4-yl)-7-oxopyrazolo[1,5-a]pyrimidine). The yield is 31.4%. Reaction SMILES: C([O:3][C:4]([C:6]1[C:11](=[O:12])[N:10]2[N:13]=[C:14]([C:22]3[CH:27]=[CH:26][C:25]([F:28])=[CH:24][CH:23]=3)[C:15]([C:16]3[CH:21]=[CH:20][N:19]=[CH:18][CH:17]=3)=[C:9]2[NH:8][CH:7]=1)=[O:5])C.C(=O)(O)[O-].[Na+]>S(=O)(=O)(O)O>[C:4]([C:6]1[C:11](=[O:12])[N:10]2[N:13]=[C:14]([C:22]3[CH:23]=[CH:24][C:25]([F:28])=[CH:26][CH:27]=3)[C:15]([C:16]3[CH:17]=[CH:18][N:19]=[CH:20][CH:21]=3)=[C:9]2[NH:8][CH:7]=1)([OH:5])=[O:3] |f:1.2|. Procedure: A mixture of 4,7-dihydro-6-ethoxycarbonyl-2-(4-fluorophenyl)-3-(pyridin-4-yl)-7-oxopyrazolo[1,5-a]pyrimidine (946 mg) in sulfuric acid (40% in water, 5 ml) was refluxed for 2 hours. After cooling, the pH of the reaction mixture was adjusted to 5 with an aqueous saturated sodium bicarbonate solution. The crude crystalline was obtained and washed with hot ethanol to give 4,7-dihydro-6-carboxy-2-(4-fluorophenyl)-3-(pyridin-4-yl)-7-oxopyrazolo[1,5-a]pyrimidine (275 mg). Reactants: NC1=CC=C(O1)C(=O)OC (methyl 5-amino-2-furoate), C=CC(CCC)=O (1-hexen-3-one), C1=CC=CC=C1 (benzene). The product is NC=1C=CC(CC1C(CCC)=O)(C(=O)OC)O (methyl 4-amino-5-butyryl-1-hydroxycyclohexa-2,4-diene-1-carboxylate). Reaction SMILES: [NH2:1][C:2]1[O:6][C:5]([C:7]([O:9][CH3:10])=[O:8])=[CH:4][CH:3]=1.C=C[C:13](=[O:17])[CH2:14][CH2:15][CH3:16].[CH:18]1C=CC=C[CH:19]=1>>[NH2:1][C:2]1[CH:18]=[CH:19][C:5]([OH:6])([C:7]([O:9][CH3:10])=[O:8])[CH2:4][C:3]=1[C:13](=[O:17])[CH2:14][CH2:15][CH3:16]. Procedure details: A stirred solution of methyl 5-amino-2-furoate (1.4 g, 10 mmol) and 1-hexen-3-one (7 mL, 60 mmol) in benzene (50 mL) was heated to reflux for 2 h. The reaction mixture was concentrated under reduced pressure to afford a crude oil. Purification by flash column chromatography (silica, 2:1 hexanes/ethyl acetate) provided methyl 4-amino-5-butyryl-1-hydroxycyclohexa-2,4-diene-1-carboxylate (1.25 g): 1H NMR (300 MHz, CDCl3): δ 6.26-6.23 (m, 1H), 6.09-6.05 (m, 1H), 3.80 (s, 3H), 3.02-2.96 (m, 1H), 2.89... Reactants: FC1=CC=C(CN2[C@H]3[C@@H]4CC[C@H]([C@H]3C(=C(C2=O)C2=NS(C3=C(N2)SC=C3CO)(=O)=O)O)C4)C=C1 ((1R,2S,7R,8S)-3-(4-fluoro-benzyl)-6-hydroxy-5-(7-hydroxymethyl-1,1-dioxo-1,4-dihydro-1λ6-thieno[2,3-e][1,2,4]thiadiazin-3-yl)-3-aza-tricyclo[6.2.1.02,7]undec-5-en-4-one), N12CCCCCC2=NCCC1 (1,8-diazabicyclo[5.4.0]undec-7-ene), C1(=CC=CC=C1)P(=O)(C1=CC=CC=C1)N=[N+]=[N-] (diphenylphosphoryl azide). RXN SMILES: [F:1][C:2]1[CH:34]=[CH:33][C:5]([CH2:6][N:7]2[C:16](=[O:17])[C:15]([C:18]3[NH:23][C:22]4[S:24][CH:25]=[C:26]([CH2:27]O)[C:21]=4[S:20](=[O:30])(=[O:29])[N:19]=3)=[C:14]([OH:31])[C@H:13]3[C@@H:8]2[C@H:9]2[CH2:32][C@@H:12]3[CH2:11][CH2:10]2)=[CH:4][CH:3]=1.N12CCCN=C1CCCCC2.C1(P([N:60]=[N+:61]=[N-:62])(C2C=CC=CC=2)=O)C=CC=CC=1>ClCCl>[N:60]([CH2:27][C:26]1[C:21]2[S:20](=[O:29])(=[O:30])[N:19]=[C:18]([C:15]3[C:16](=[O:17])[N:7]([CH2:6][C:5]4[CH:33]=[CH:34][C:2]([F:1])=[CH:3][CH:4]=4)[C@@H:8]4[C@H:13]([C:14]=3[OH:31])[C@@H:12]3[CH2:32][C@H:9]4[CH2:10][CH2:11]3)[NH:23][C:22]=2[S:24][CH:25]=1)=[N+:61]=[N-:62]. Procedure details: To a solution of (1R,2S,7R,8S)-3-(4-fluoro-benzyl)-6-hydroxy-5-(7-hydroxymethyl-1,1-dioxo-1,4-dihydro-1λ6-thieno[2,3-e][1,2,4]thiadiazin-3-yl)-3-aza-tricyclo[6.2.1.02,7]undec-5-en-4-one (0.38 g, 0.76 mmol) in dichloromethane (9 mL) at 0° C. was added 1,8-diazabicyclo[5.4.0]undec-7-ene (0.60 mL, 4.03 mmol) and diphenylphosphoryl azide (0.84 mL, 3.88 mmol). The reaction was stirred at 25° C. overnight. The reaction was quenched with 1.0 M aqueous hydrochloric acid solution (10 mL). The resulting m... Yield: 52.6%. Conditions: temperature 25 celsius, time 8 hour. The product is desired product, N(=[N+]=[N-])CC1=CSC=2NC(=NS(C21)(=O)=O)C=2C(N([C@H]1[C@@H]3CC[C@H]([C@H]1C2O)C3)CC3=CC=C(C=C3)F)=O ((1R,2S,7R,8S)-5-(7-azidomethyl-1,1-dioxo-1,4-dihydro-1λ6-thieno[2,3-e][1,2,4]thiadiazin-3-yl)-3-(4-fluoro-benzyl)-6-hydroxy-3-aza-tricyclo[6.2.1.02,7]undec-5-en-4-one). Solvent: ClCCl (dichloromethane). The reactants are CS(=O)C (Dimethyl sulfoxide), CS(=O)(=O)O (methanesulfonic acid), CC1=C(C(=O)O)C=CC(=C1)C(=O)NC1=CC(=CC=C1)C1=NC(=NC2=CC(=C(C=C12)OC)OC)NC (methyl N-[3-(6,7-dimethoxy-2-methylaminoquinazolin-4-yl)phenyl]terephthalamic acid), CS(=O)C (Dimethyl sulfoxide). The solvent is CC(C)O (2-propanol). Yields the product CS(=O)(=O)O.CC1=C(C(=O)O)C=CC(=C1)C(=O)NC1=CC(=CC=C1)C1=NC(=NC2=CC(=C(C=C12)OC)OC)NC (Methyl N-[3-(6,7-dimethoxy-2-methylaminoquinazolin-4-yl)phenyl]terephthalamic acid methanesulfonate). Reaction SMILES: CS(C)=O.[CH3:5][S:6]([OH:9])(=[O:8])=[O:7].[CH3:10][C:11]1[CH:19]=[C:18]([C:20]([NH:22][C:23]2[CH:28]=[CH:27][CH:26]=[C:25]([C:29]3[C:38]4[C:33](=[CH:34][C:35]([O:41][CH3:42])=[C:36]([O:39][CH3:40])[CH:37]=4)[N:32]=[C:31]([NH:43][CH3:44])[N:30]=3)[CH:24]=2)=[O:21])[CH:17]=[CH:16][C:12]=1[C:13]([OH:15])=[O:14]>CC(O)C>[CH3:5][S:6]([OH:9])(=[O:8])=[O:7].[CH3:10][C:11]1[CH:19]=[C:18]([C:20]([NH:22][C:23]2[CH:28]=[CH:27][CH:26]=[C:25]([C:29]3[C:38]4[C:33](=[CH:34][C:35]([O:41][CH3:42])=[C:36]([O:39][CH3:40])[CH:37]=4)[N:32]=[C:31]([NH:43][CH3:44])[N:30]=3)[CH:24]=2)=[O:21])[CH:17]=[CH:16][C:12]=1[C:13]([OH:15])=[O:14] |f:4.5|. Reported procedure: Dimethyl sulfoxide (1 mL) and methanesulfonic acid (22 μL) were added to methyl N-[3-(6,7-dimethoxy-2-methylaminoquinazolin-4-yl)phenyl]terephthalamic acid (98.58 mg). Dimethyl sulfoxide (1.5 mL) was added to and dissolved in the mixture while heating the mixture, and then 2-propanol (15 mL) was added to the mixture and the mixture was cooled to room temperature to be solidified. The solid was collected by filtration to yield the titled compound (119.47 mg). The reactants are C(C1=CC=CC=C1)OC1=CC=C(C=C1)N1N=NN=C1C1CC1 (1-(4-benzyloxy-phenyl)-5-cyclopropyl-1H-tetrazole). The reagents and catalysts are [Pd] (palladium on charcoal). Run in C(C)O (ethanol), C(C)O (ethanol). Run at time 1 hour. Product: C1(CC1)C1=NN=NN1C1=CC=C(C=C1)O (4-(5-Cyclopropyl-tetrazol-1-yl)-phenol). Yield: 98.7%. Reaction SMILES: C([O:8][C:9]1[CH:14]=[CH:13][C:12]([N:15]2[C:19]([CH:20]3[CH2:22][CH2:21]3)=[N:18][N:17]=[N:16]2)=[CH:11][CH:10]=1)C1C=CC=CC=1>C(O)C.[Pd]>[CH:20]1([C:19]2[N:15]([C:12]3[CH:11]=[CH:10][C:9]([OH:8])=[CH:14][CH:13]=3)[N:16]=[N:17][N:18]=2)[CH2:22][CH2:21]1. Procedure details: A solution of 1-(4-benzyloxy-phenyl)-5-cyclopropyl-1H-tetrazole (2.3 g) in ethanol (75 ml) was added to a suspension of 10% palladium on charcoal catalyst (400 mg) in ethanol (10 ml) and the mixture was stirred under a hydrogen atmosphere for 1 h. The catalyst was removed by filtration and the solution concentrated in vacuo to afford the title compound (1.57 g) as a pale yellow solid, m.p. 184°. Reactants: ClC1=CC(=CC=C1)C(=O)OO (m-chloroperbenzoic acid), FC(C=1C=C(CN(C=2N=NN(N2)CCS(=O)C)CC2=C(C=CC(=C2)C(F)(F)F)C2=C(C=CC(=C2)C(C)C)OC)C=C(C1)C(F)(F)F)(F)F ((3,5-Bis-trifluoromethyl-benzyl)-(5′-isopropyl-2′-methoxy-4-trifluoromethyl-biphenyl-2-ylmethyl)-[2-(2-methanesulfinyl-ethyl)-2H-tetrazol-5-yl]-amine), C([O-])(O)=O.[Na+] (sodium bicarbonate). The solvent is C(Cl)(Cl)Cl (chloroform). Conditions: time 8 hour. Product: FC(C=1C=C(CN(C=2N=NN(N2)CCS(=O)(=O)C)CC2=C(C=CC(=C2)C(F)(F)F)C2=C(C=CC(=C2)C(C)C)OC)C=C(C1)C(F)(F)F)(F)F ((3,5-bis-trifluoromethyl-benzyl)-(5′-isopropyl-2′-methoxy-4-trifluoromethyl-biphenyl-2-ylmethyl)-[2-(2-methanesulfonyl-ethyl)-2H-tetrazol-5-yl]-amine). Isolated yield 61.4%. Reaction SMILES: [F:1][C:2]([F:48])([F:47])[C:3]1[CH:4]=[C:5]([CH:40]=[C:41]([C:43]([F:46])([F:45])[F:44])[CH:42]=1)[CH2:6][N:7]([CH2:18][C:19]1[CH:24]=[C:23]([C:25]([F:28])([F:27])[F:26])[CH:22]=[CH:21][C:20]=1[C:29]1[CH:34]=[C:33]([CH:35]([CH3:37])[CH3:36])[CH:32]=[CH:31][C:30]=1[O:38][CH3:39])[C:8]1[N:9]=[N:10][N:11]([CH2:13][CH2:14][S:15]([CH3:17])=[O:16])[N:12]=1.ClC1C=CC=C(C(OO)=[O:57])C=1.C(=O)(O)[O-].[Na+]>C(Cl)(Cl)Cl>[F:44][C:43]([F:46])([F:45])[C:41]1[CH:40]=[C:5]([CH:4]=[C:3]([C:2]([F:47])([F:1])[F:48])[CH:42]=1)[CH2:6][N:7]([CH2:18][C:19]1[CH:24]=[C:23]([C:25]([F:26])([F:27])[F:28])[CH:22]=[CH:21][C:20]=1[C:29]1[CH:34]=[C:33]([CH:35]([CH3:36])[CH3:37])[CH:32]=[CH:31][C:30]=1[O:38][CH3:39])[C:8]1[N:9]=[N:10][N:11]([CH2:13][CH2:14][S:15]([CH3:17])(=[O:57])=[O:16])[N:12]=1 |f:2.3|. Procedure: (3,5-Bis-trifluoromethyl-benzyl)-(5′-isopropyl-2′-methoxy-4-trifluoromethyl-biphenyl-2-ylmethyl)-[2-(2-methanesulfinyl-ethyl)-2H-tetrazol-5-yl]-amine (129 mg) is dissolved in chloroform (2 ml), and thereto is added m-chloroperbenzoic acid (50 mg) and the mixture is stirred at room temperature overnight. To the reaction solution is added a saturated aqueous sodium bicarbonate solution, and the mixture is extracted with ethyl acetate, and the organic layer is washed with a brine, dried over magnes... Starting materials: 24h, C(=O)(O)[O-].[Na+] (NaHCO3), C(C)OC=1N=CC(=NC1)C(=O)OCC (Ethyl 5-ethoxypyrazine-2-carboxylate), O (water), O.[OH-].[Li+] (lithium hydroxide monohydrate). Run in CCOCC (Et2O), O1CCOCC1 (dioxan). Run at time 10 minute. Product: C(C)OC=1N=CC(=NC1)C(=O)O (5-ethoxypyrazine-2-carboxylic acid). As a reaction SMILES: [CH2:1]([O:3][C:4]1[N:5]=[CH:6][C:7]([C:10]([O:12]CC)=[O:11])=[N:8][CH:9]=1)[CH3:2].O.O.[OH-].[Li+].C([O-])(O)=O.[Na+]>O1CCOCC1.CCOCC>[CH2:1]([O:3][C:4]1[N:5]=[CH:6][C:7]([C:10]([OH:12])=[O:11])=[N:8][CH:9]=1)[CH3:2] |f:2.3.4,5.6|. Procedure details: Ethyl 5-ethoxypyrazine-2-carboxylate (0.65 g, approx. purity 85%) was dissolved in dioxan (3 mL) and water (3 mL) was added, followed by lithium hydroxide monohydrate (255 mg, portionwise over 10 mins). After stirring at RT for 24h, Et2O (25 mL) and NaHCO3 (sat., aq., 25 mL) were added. The layers were separated and the organic layer was extracted with NaOH (1 N, aq., 25 mL). The combined aqueous portions were acidified with 6N HCl to pH 2, and the mixture extracted with EtOAc (3×40 mL). The com... Reactants: FC1=CC=C(CNC=2C3=C(N=C(N2)N2CCC(CC2)C(=O)O)SC2=C3CCCC2)C=C1 (1-[5,6,7,8-tetrahydro-4-(4-fluorobenzylamino)-[1]-benzothieno-[2,3-d]-pyrimidin-2-yl]-piperidine-4-carboxylic acid), [Na] (sodium). Yields the product CC1=CSC=2N=C(N=C(C21)NCC2=CC=C(C=C2)F)N2CCC(CC2)C(=O)O (1-[5-methyl-4-(4-fluorobenzylamino)-thieno-[2,3-d]-pyrimidin-2-yl]-piperidine-4-carboxylic acid). As a reaction SMILES: [F:1][C:2]1[CH:31]=[CH:30][C:5]([CH2:6][NH:7][C:8]2[C:9]3[C:25]4[CH2:26]CCC[C:24]=4[S:23][C:10]=3[N:11]=[C:12]([N:14]3[CH2:19][CH2:18][CH:17]([C:20]([OH:22])=[O:21])[CH2:16][CH2:15]3)[N:13]=2)=[CH:4][CH:3]=1.[Na]>>[CH3:26][C:25]1[C:9]2[C:8]([NH:7][CH2:6][C:5]3[CH:30]=[CH:31][C:2]([F:1])=[CH:3][CH:4]=3)=[N:13][C:12]([N:14]3[CH2:15][CH2:16][CH:17]([C:20]([OH:22])=[O:21])[CH2:18][CH2:19]3)=[N:11][C:10]=2[S:23][CH:24]=1 |^1:31|. Procedure: 1-[5,6,7,8-tetrahydro-4-(4-fluorobenzylamino)-[1]-benzothieno-[2,3-d]-pyrimidin-2-yl]-piperidine-4-carboxylic acid, sodium salt, m.p. 279°;